This data is from the Open Reaction Database (ORD), a public repository of structured organic reaction records. The task is: describe an organic reaction: reactants, conditions, products, and yield The reactants are C(C)(=O)OCCOC1=C(C=C(C=C1)OCCOC(C)=O)[N+](=O)[O-] (2,5-bis(acetoxyethyloxy)nitrobenzene). The reagents and catalysts are [Pd] (palladium on charcoal). Run in CO (methanol). Reaction conditions: time 20 hour. Product: C(C)(=O)OCCOC1=C(N)C=C(C=C1)OCCOC(C)=O (2.5-bis-(2-acetoxyethyloxy)aniline). As a reaction SMILES: [C:1]([O:4][CH2:5][CH2:6][O:7][C:8]1[CH:13]=[CH:12][C:11]([O:14][CH2:15][CH2:16][O:17][C:18](=[O:20])[CH3:19])=[CH:10][C:9]=1[N+:21]([O-])=O)(=[O:3])[CH3:2]>[Pd].CO>[C:1]([O:4][CH2:5][CH2:6][O:7][C:8]1[CH:13]=[CH:12][C:11]([O:14][CH2:15][CH2:16][O:17][C:18](=[O:20])[CH3:19])=[CH:10][C:9]=1[NH2:21])(=[O:3])[CH3:2]. Procedure details: A mixture of 2,5-bis(acetoxyethyloxy)nitrobenzene (7.5 g; 0.023 moles), methanol (200 ml) and 1% palladium on charcoal catalyst (1.0 g) was hydrogenated at room temperature and 10 atmospheres pressure for 20 hours. The reaction mixture was filtered and the residue was washed with methanol and water. The filtrate was evaporated to dryness to leave a solid residue which was used without further purification (6.24 g) m.p. 67.5°-69.5° C. Starting materials: OC=1NC2=CC=CC=C2C1 (hydroxyindole), COC=1NC2=CC=CC=C2C1 (methoxyindole), COC=1C=C2C=C(NC2=NC1)C (5-methoxy-2-methyl-7-azaindole). Yields the product OC=1C=C2C=C(NC2=NC1)C (5-hydroxy-2-methyl-7-azaindole). The yield is 108.0%. As a reaction SMILES: OC1NC2C(C=1)=CC=CC=2.COC1NC2C(C=1)=CC=CC=2.C[O:23][C:24]1[CH:25]=[C:26]2[C:30](=[N:31][CH:32]=1)[NH:29][C:28]([CH3:33])=[CH:27]2>>[OH:23][C:24]1[CH:25]=[C:26]2[C:30](=[N:31][CH:32]=1)[NH:29][C:28]([CH3:33])=[CH:27]2. Procedure details: The intermediate, 5-hydroxy-2-methyl-7-azaindole, was prepared as follows. A. To a solution of 5-methoxy-7-azaindole (240 mg, 1.62 mmol) in THF (10 mL) was added a 60% suspension of sodium hydride in oil (71 mg, 1.78 mmol) at RT under argon. The mixture was stirred at RT for 5 minutes and phenylsulphonyl chloride (250 μL, 1.95 mmol) was added and the mixture was stirred for 16 h, quenched with saturated ammonium chloride (20 mL) and extracted with ethyl acetate (3×25 μL). The combined organic la...